From a dataset of the Open Reaction Database (ORD), a public repository of structured organic reaction records. describe an organic reaction: reactants, conditions, products, and yield The reactants are IC(C(C(C(C(C(F)(F)F)(F)F)(F)F)(F)F)(F)F)(F)F (1-Iodoperfluorohexane), C([O-])(O)=O.[Na+] (sodium bicarbonate), S(=O)(=O)([O-])S(=O)(=O)[O-].[Na+].[Na+] (sodium dithionate), O (water). Run in C(C)#N (acetonitrile). Conditions: temperature 55 celsius, time 1.5 hour. The product is C(F)(F)(C(F)(F)C(F)(F)C(F)(F)C(F)(F)C(F)(F)F)S(=O)O[Na] (C6F13SO2Na). Yield: 67.7%. Reaction SMILES: I[C:2]([F:20])([F:19])[C:3]([F:18])([F:17])[C:4]([F:16])([F:15])[C:5]([F:14])([F:13])[C:6]([F:12])([F:11])[C:7]([F:10])([F:9])[F:8].C(=O)(O)[O-].[Na+:25].[S:26](S([O-])(=O)=O)([O-:29])(=O)=[O:27].[Na+].[Na+].O>C(#N)C>[C:2]([S:26]([O:29][Na:25])=[O:27])([C:3]([C:4]([C:5]([C:6]([C:7]([F:10])([F:9])[F:8])([F:12])[F:11])([F:14])[F:13])([F:16])[F:15])([F:18])[F:17])([F:20])[F:19] |f:1.2,3.4.5|. Procedure: 1-Iodoperfluorohexane (89.2 g, 0.2 mol) was added rapidly to a stirred mixture of 16.8 g (0.2 mol) of sodium bicarbonate, 418 g (0.24 mol) sodium dithionate, 60 mL of water and 60 mL of acetonitrile at room temperature. After 1.5 hr, the mixture was heated to 55° C. and maintained for 4 hr. The mixture was then concentrated on a rotary evaporator to remove the acetonitrile. Ethyl acetate (250 mL) was added and the mixture was faltered. The solid was dissolved in an additional 200 mL of ethyl ace... Starting materials: saturated aqueous solution, C(O)([O-])=O.[Na+] (sodium hydrogen carbonate), C(C)(=O)OCC (ethyl acetate), FF (fluorine), FF (fluorine), NC=1C(=NC=CN1)C(=O)OC (methyl 3-amino-2-pyrazinecarboxylate). The solvent is C(C)(=O)O (acetic acid). Reaction conditions: time 30 minute. Yields the product NC=1C(=NC(=CN1)F)C(=O)OC (methyl 3-amino-6-fluoro-2-pyrazinecarboxylate). RXN SMILES: [NH2:1][C:2]1[C:3]([C:8]([O:10][CH3:11])=[O:9])=[N:4][CH:5]=[CH:6][N:7]=1.[F:12]F.C(=O)([O-])O.[Na+].C(OCC)(=O)C>C(O)(=O)C>[NH2:1][C:2]1[C:3]([C:8]([O:10][CH3:11])=[O:9])=[N:4][C:5]([F:12])=[CH:6][N:7]=1 |f:2.3|. Reported procedure: In 10 mL of acetic acid was dissolved 0.5 g of methyl 3-amino-2-pyrazinecarboxylate. At room temperature, 10% fluorine gas (a fluorine gas diluted with nitrogen gas) was introduced into the solution at a rate of 23 mL per minute for a period of 32 minutes. After stirring the solution for 30 minutes at room temperature, the reaction mixture was added to a mixture of 50 mL of saturated aqueous solution of sodium hydrogen carbonate and 50 mL of ethyl acetate, and the organic layer was separated. Th...